From a dataset of the Open Reaction Database (ORD), a public repository of structured organic reaction records. describe an organic reaction: reactants, conditions, products, and yield The reactants are C(=O)N(N)C(C1=C(C=CC(=C1)C#N)C1N(C(N(C(=C1C(C)=O)C)C1=CC(=CC=C1)C(F)(F)F)=O)C)=O (2-[5-Acetyl-3,6-dimethyl-2-oxo-1-(3-trifluoromethyl-phenyl)-1,2,3,4-tetrahydro-pyrimidin-4-yl]-5-cyano-benzoic acid formyl hydrazide), [OH-].COC(=O)NS(=O)(=O)[N+](CC)(CC)CC ((methoxycarbonylsulfamoyl)triethyl-ammonium hydroxide), C(=O)N(N)C(C1=C(C=CC(=C1)C#N)C1N(C(N(C(=C1C(C)=O)C)C1=CC(=CC=C1)C(F)(F)F)=O)C)=O (2-[5-Acetyl-3,6-dimethyl-2-oxo-1-(3-trifluoromethyl-phenyl)-1,2,3,4-tetrahydro-pyrimidin-4-yl]-5-cyano-benzoic acid formyl hydrazide), [OH-].COC(=O)NS(=O)(=O)[N+](CC)(CC)CC ((methoxycarbonylsulfamoyl)triethyl-ammonium hydroxide). Solvent: ClCCl (dichloromethane). Run at time 3 day. Product: C(C)(=O)C=1C(N(C(N(C1C)C1=CC(=CC=C1)C(F)(F)F)=O)C)C1=C(C=C(C#N)C=C1)C=1OC=NN1 (4-[5-Acetyl-3,6-dimethyl-2-oxo-1-(3-trifluoromethyl-phenyl)-1,2,3,4-tetrahydro-pyrimidin-4-yl]-3-[1,3,4]oxadiazol-2-yl-benzonitrile). RXN SMILES: C([N:3]([C:5](=[O:36])[C:6]1[CH:11]=[C:10]([C:12]#[N:13])[CH:9]=[CH:8][C:7]=1[CH:14]1[C:19]([C:20](=O)[CH3:21])=[C:18]([CH3:23])[N:17]([C:24]2[CH:29]=[CH:28][CH:27]=[C:26]([C:30]([F:33])([F:32])[F:31])[CH:25]=2)[C:16](=[O:34])[N:15]1[CH3:35])[NH2:4])=O.[OH-:37].[CH3:38]OC(NS([N+](CC)(CC)CC)(=O)=O)=O>ClCCl>[C:20]([C:19]1[CH:14]([C:7]2[CH:8]=[CH:9][C:10]([C:12]#[N:13])=[CH:11][C:6]=2[C:5]2[O:36][CH:38]=[N:4][N:3]=2)[N:15]([CH3:35])[C:16](=[O:34])[N:17]([C:24]2[CH:29]=[CH:28][CH:27]=[C:26]([C:30]([F:32])([F:31])[F:33])[CH:25]=2)[C:18]=1[CH3:23])(=[O:37])[CH3:21] |f:1.2|. Reported procedure: 2-[5-Acetyl-3,6-dimethyl-2-oxo-1-(3-trifluoromethyl-phenyl)-1,2,3,4-tetrahydro-pyrimidin-4-yl]-5-cyano-benzoic acid formyl hydrazide (intermediate 11) (30.0 mg, 0.06 mmol)) is suspended in dichloromethane (1 mL) and (methoxycarbonylsulfamoyl)triethyl-ammonium hydroxide (Burgess reagent)(35.8 mg, 0.15 mmol) is added. The mixture is stirred at room temperature for 3 days. Additional (methoxycarbonylsulfamoyl)triethyl-ammonium hydroxide (Burgess reagent)(35.8 mg, 0.15 mmol) is added and the reactio... RXN SMILES: C(/C(/[CH:11]=[CH:12]/[C:13](/[C:21]#[N:22])=[C:14](\O)/[C:15]([O:17][CH2:18][CH3:19])=[O:16])=C(/O)\C(OCC)=O)#N.[CH2:23]([NH2:30])[C:24]1[CH:29]=[CH:28][CH:27]=[CH:26][CH:25]=1>CN(C)C=O.C(OCC)(=O)C>[CH2:23]([N:30]1[CH:11]=[CH:12][C:13]([C:21]#[N:22])=[C:14]1[C:15]([O:17][CH2:18][CH3:19])=[O:16])[C:24]1[CH:29]=[CH:28][CH:27]=[CH:26][CH:25]=1. Conditions: temperature 95 celsius. Product: C(C1=CC=CC=C1)N1C(=C(C=C1)C#N)C(=O)OCC (ethyl 1-benzyl-3-cyano-1H-pyrrole-2-carboxylate). Yield: 58.0%. Run in CN(C=O)C (N,N-Dimethylformamide), C(C)(=O)OCC (Ethyl acetate). Reported procedure: A solution of (2E,4E,6E)-diethyl 3,6-dicyano-2,7-dihydroxyocta-2,4,6-trienedioate (18 g, 58.8 mmol) in N,N-Dimethylformamide (DMF) (100 mL) and Ethyl acetate (100 mL), was treated with benzylamine (15.44 mL, 141 mmol) and the resultant was heated at 95° C. for 3 hours. The dark mixture was concentrated and purified on silica gel (0-70% ethyl acetate/hexanes) to afford ethyl 1-benzyl-3-cyano-1H-pyrrole-2-carboxylate (8.7 g, 34.1 mmol, 60% yield) as a white solid. 1H NMR (400 MHz, CHLOROFORM-d) δ ... The reactants are C(#N)/C(=C(\C(=O)OCC)/O)/C=C/C(=C(/C(=O)OCC)\O)/C#N ((2E,4E,6E)-diethyl 3,6-dicyano-2,7-dihydroxyocta-2,4,6-trienedioate), C(C1=CC=CC=C1)N (benzylamine). The reactants are COc1ccc(CN)c2ccccc12, CCO, O=c1[nH]nc(Cl)c(Cl)c1Cl. Yields the product COc1ccc(CNc2c(Cl)n[nH]c(=O)c2Cl)c2ccccc12. RXN SMILES: [CH3:11][O:12][c:13]1[cH:14][cH:15][c:16]([CH2:23][NH2:24])[c:17]2[cH:18][cH:19][cH:20][cH:21][c:22]12.[CH3:25][CH2:26][OH:27].[Cl:1][c:2]1[c:3](=[O:10])[nH:4][n:5][c:6]([Cl:9])[c:7]1[Cl:8]>>[Cl:1][c:2]1[c:3](=[O:10])[nH:4][n:5][c:6]([Cl:9])[c:7]1[NH:24][CH2:23][c:16]1[cH:15][cH:14][c:13]([O:12][CH3:11])[c:22]2[c:17]1[cH:18][cH:19][cH:20][cH:21]2. Starting materials: C1CCOC1, CC(C)O, CC1(O)CC(c2nc(I)c3c(Cl)nccn23)C1, N. The product is CC1(O)CC(c2nc(I)c3c(N)nccn23)C1. Reaction SMILES: [CH2:23]1[O:24][CH2:25][CH2:26][CH2:27]1.[CH:19]([OH:20])([CH3:21])[CH3:22].[Cl:2][c:3]1[c:4]2[n:5]([cH:6][cH:7][n:8]1)[c:9]([CH:13]1[CH2:14][C:15]([OH:17])([CH3:18])[CH2:16]1)[n:10][c:11]2[I:12].[NH3:1]>>[NH2:1][c:3]1[c:4]2[n:5]([cH:6][cH:7][n:8]1)[c:9]([CH:13]1[CH2:14][C:15]([OH:17])([CH3:18])[CH2:16]1)[n:10][c:11]2[I:12].